From a dataset of the Open Reaction Database (ORD), a public repository of structured organic reaction records. describe an organic reaction: reactants, conditions, products, and yield The reactants are C(C(=O)C)N1S(=O)(=O)C2=CC=CC=C2C1=O (N-acetonylsaccharin), C(C(=O)C)N1S(=O)(=O)C2=CC=CC=C2C1=O (N-acetonylsaccharin), Cl (HCl), C[O-].[Na+] (sodium methoxide), C[O-].[Na+] (sodium methoxide). RXN SMILES: [CH2:1]([N:5]1[C:15](=[O:16])[C:14]2[C:9](=[CH:10][CH:11]=[CH:12][CH:13]=2)[S:6]1(=[O:8])=[O:7])[C:2]([CH3:4])=[O:3].C[O-].[Na+].Cl>C(O)C>[C:2]([CH:1]1[C:15](=[O:16])[C:14]2[CH:13]=[CH:12][CH:11]=[CH:10][C:9]=2[S:6](=[O:8])(=[O:7])[NH:5]1)(=[O:3])[CH3:4] |f:1.2|. Product: C(C)(=O)C1NS(C2=C(C1=O)C=CC=C2)(=O)=O (3-Acetyl-2H-1,2-benzothiazin-4(3H)one-1,1-dioxide). Conditions: temperature 40 celsius. Run in C(C)O (ethanol). Reported procedure: The N-acetonylsaccharin of Section B of this Example was treated with sodium methoxide in accordance with Zinnes et al, J. Org. Chem., 30:2241 (1965), U.S. Pat. No. 3,284,450, and Rasmussen, J. Org. Chem., 39:1554 (1974). Laboratory reagent sodium methoxide (0.9 mole) was blended with 50 ml of absolute ethanol and heated to 40° C.; 0.04 mole of the N-acetonylsaccharin was then added and the resulting mixture heated with stirring to 60° C. The mixture was then cooled and acidified with 5% HCl, re... Isolated yield 68.0%. Starting materials: C(CC)[Mg]Br (propylmagnesium bromide), C1(CC1)C1=C(C=C(C(=O)O)C=C1)C(CC)=O (4-cyclopropyl-3-propanoylbenzoic acid), BrC=1C=C(C(=O)O)C=CC1C (3-bromo-4-methylbenzoic acid), BrC=1C=C(C(=O)O)C=CC1C1CC1 (3-bromo-4-cyclopropylbenzoic acid). The product is C(CCC)(=O)C=1C=C(C(=O)O)C=CC1C (3-Butyryl-4-methylbenzoic acid). RXN SMILES: [CH:1]1([C:4]2[CH:12]=[CH:11][C:7]([C:8]([OH:10])=[O:9])=[CH:6][C:5]=2[C:13](=[O:16])[CH2:14][CH3:15])CC1.Br[C:18]1C=C(C=CC=1C)C(O)=O.BrC1C=C(C=CC=1C1CC1)C(O)=O.C([Mg]Br)CC>>[C:13]([C:5]1[CH:6]=[C:7]([CH:11]=[CH:12][C:4]=1[CH3:1])[C:8]([OH:10])=[O:9])(=[O:16])[CH2:14][CH2:15][CH3:18]. Procedure: The title compound was prepared using standard chemical manipulations and procedures similar to those used for the preparation of compound 10.6, except 3-bromo-4-methylbenzoic acid was used in place of 3-bromo-4-cyclopropylbenzoic acid (compound 10.3) and propylmagnesium bromide was used in place of ethylmagnesium bromide. Reactants: N=c1ccccn1CCc1ccccc1Br, CC(C)(C)O, CC(C)N=C=NC(C)C. Product: CC(C)N=C(N=c1ccccn1CCc1ccccc1Br)NC(C)C. RXN SMILES: [Br:1][c:2]1[c:3]([CH2:8][CH2:9][n:10]2[c:11](=[NH:16])[cH:12][cH:13][cH:14][cH:15]2)[cH:4][cH:5][cH:6][cH:7]1.[C:26]([OH:27])([CH3:28])([CH3:29])[CH3:30].[CH:17]([CH3:18])([CH3:19])[N:20]=[C:21]=[N:22][CH:23]([CH3:24])[CH3:25]>>[Br:1][c:2]1[c:3]([CH2:8][CH2:9][n:10]2[c:11](=[N:16][C:21](=[N:20][CH:17]([CH3:18])[CH3:19])[NH:22][CH:23]([CH3:24])[CH3:25])[cH:12][cH:13][cH:14][cH:15]2)[cH:4][cH:5][cH:6][cH:7]1. Starting materials: OCCC1=NC2=CC=CC=C2C=C1 (2-(2-Hydroxyethyl)quinoline), BrCCCCCBr (1,5-dibromopentane), [OH-].[Na+] (sodium hydroxide). Run in O (water), ClCCl (dichloromethane). Run at time 24 hour. Yields the product BrCCCCCOCCC1=NC2=CC=CC=C2C=C1 (2-[2-[(5-Bromopentyl)oxy]ethyl]quinoline). As a reaction SMILES: [OH:1][CH2:2][CH2:3][C:4]1[CH:13]=[CH:12][C:11]2[C:6](=[CH:7][CH:8]=[CH:9][CH:10]=2)[N:5]=1.[Br:14][CH2:15][CH2:16][CH2:17][CH2:18][CH2:19]Br.[OH-].[Na+]>ClCCl.O>[Br:14][CH2:15][CH2:16][CH2:17][CH2:18][CH2:19][O:1][CH2:2][CH2:3][C:4]1[CH:13]=[CH:12][C:11]2[C:6](=[CH:7][CH:8]=[CH:9][CH:10]=2)[N:5]=1 |f:2.3|. Procedure details: 2-(2-Hydroxyethyl)quinoline (2.00 g), TAB (200 mg) and 1,5-dibromopentane (8 ml) were dissolved in dichloromethane (6 ml) and 50% aqueous sodium hydroxide (8 ml) added. The mixture was vigorously stirred at room temperature for 24 h, diluted with water (50 ml) and extracted with diethyl ether (2×30 ml). The organic extracts were dried, filtered and evaporated in vacuo to afford an oil, which was purified by FCC eluting with cyclohexane-ether (1:1) and ether, to give the title compound as a yello... Starting materials: BrCCCCN1CCN(CC1)C1=NC=CC=N1 (2-[4-(4-bromobutyl)-1-piperazinyl]-pyrimidine), N1=CNC2=C1C=CC=C2 (benzimidazole), C([O-])([O-])=O.[K+].[K+] (potassium carbonate). Solvent: CN(C=O)C (dimethylformamide). Yields the product N1=C(N=CC=C1)N1CCN(CC1)CCCCN1C=NC2=C1C=CC=C2 (1-{4-[4-(2-pyrimidinyl)-1-piperazinyl]-butyl}-1H-benzimidazole). Reaction SMILES: Br[CH2:2][CH2:3][CH2:4][CH2:5][N:6]1[CH2:11][CH2:10][N:9]([C:12]2[N:17]=[CH:16][CH:15]=[CH:14][N:13]=2)[CH2:8][CH2:7]1.[N:18]1[C:22]2[CH:23]=[CH:24][CH:25]=[CH:26][C:21]=2[NH:20][CH:19]=1.C(=O)([O-])[O-].[K+].[K+]>CN(C)C=O>[N:13]1[CH:14]=[CH:15][CH:16]=[N:17][C:12]=1[N:9]1[CH2:10][CH2:11][N:6]([CH2:5][CH2:4][CH2:3][CH2:2][N:18]2[C:22]3[CH:23]=[CH:24][CH:25]=[CH:26][C:21]=3[N:20]=[CH:19]2)[CH2:7][CH2:8]1 |f:2.3.4|. Procedure details: A mixture of 6 g (20 mmol) of 2-[4-(4-bromobutyl)-1-piperazinyl]-pyrimidine, 2.36 g (20 mmol) of benzimidazole and 4.1 g (30 mmol) of potassium carbonate in 60 ml of dimethylformamide is refluxed for 14 hours. The reaction mixture is evaporated under vacuum, chloroform is added, the mixture is washed with water, dried over sodium sulphate and evaporated under vacuum and 4.8 g of 1-{4-[4-(2-pyrimidinyl)-1-piperazinyl]-butyl}-1H-benzimidazole are obtained, which may be recrystallised from ethyl et...